From a dataset of the Open Reaction Database (ORD), a public repository of structured organic reaction records. describe an organic reaction: reactants, conditions, products, and yield The reactants are ClC=1C(=CC=C2C(C(=CN(C12)C1CC1)C(=O)O)=O)F (8-chloro-l-cyclopropyl-7-fluoro-1,4 -dihydro-4 -oxo-3 -quinolinecarboxylic acid), C12NCCC2CNC1 (2,7-diazabicyclo[3.3.0]octane), 1,4-diazabicyclo[2.2.21]octane. Run in CS(=O)C (dimethyl sulphoxide). The product is C12NCCC2CN(C1)C1=CC=C2C(C(=CN(C2=C1Cl)C1CC1)C(=O)O)=O (7-(2,7-Diazabicyclo[3.3.0]octan-7-yl)-8-chloro-1-cyclopropyl-1,4 -dihydro-4-oxo-3-quinolinecarboxylic acid). As a reaction SMILES: [Cl:1][C:2]1[C:3](F)=[CH:4][CH:5]=[C:6]2[C:11]=1[N:10]([CH:12]1[CH2:14][CH2:13]1)[CH:9]=[C:8]([C:15]([OH:17])=[O:16])[C:7]2=[O:18].[CH:20]12[CH2:27][NH:26][CH2:25][CH:24]1[CH2:23][CH2:22][NH:21]2>CS(C)=O>[CH:20]12[CH2:27][N:26]([C:3]3[C:2]([Cl:1])=[C:11]4[C:6]([C:7](=[O:18])[C:8]([C:15]([OH:17])=[O:16])=[CH:9][N:10]4[CH:12]4[CH2:14][CH2:13]4)=[CH:5][CH:4]=3)[CH2:25][CH:24]1[CH2:23][CH2:22][NH:21]2. Procedure details: 650 mg (2.3 mmol) of 8-chloro-l-cyclopropyl-7-fluoro-1,4 -dihydro-4 -oxo-3 -quinolinecarboxylic acid together with 315 mg (2.8 retool) of 2,7-diazabicyclo[3.3.0]octane and 510 mg (4.6 mmol) of 1,4-diazabicyclo[2.2.21]octane are heated for six hours at 120° C. in 23 ml of dimethyl sulphoxide. All volatile components are removed under a high vacuum, and the residue is stirred thoroughly with acetonitrile and dried at approximately 100° C. Reactants: CN(CC1=CC(=NC=C1)C1=CC(=C(C(=C1)OC)OC)OC)C1CCNCC1 (4-[N-methyl-N-[[2-(3,4,5-trimethoxyphenyl)pyridin-4-yl]methyl]amino]piperidine), ClCC1=CC(=NC=C1)C1=CC(=C(C(=C1)OC)OC)OC (4-chloromethyl-2-(3,4,5-trimethoxyphenyl)pyridine). The product is Cl.Cl.Cl.Cl.CN(CC1=CC(=NC=C1)C1=CC(=C(C(=C1)OC)OC)OC)C1CCN(CC1)CC1=CC(=NC=C1)C1=CC(=C(C(=C1)OC)OC)OC (4-[N-Methyl-N-[[2-(3,4,5-trimethoxyphenyl)pyridin-4-yl]methyl]amino]-1-[[2-(3,4,5-trimethoxyphenyl)pyridin-4-yl]methyl]piperidine Tetrahydrochloride). As a reaction SMILES: [CH3:1][N:2]([CH:22]1[CH2:27][CH2:26][NH:25][CH2:24][CH2:23]1)[CH2:3][C:4]1[CH:9]=[CH:8][N:7]=[C:6]([C:10]2[CH:15]=[C:14]([O:16][CH3:17])[C:13]([O:18][CH3:19])=[C:12]([O:20][CH3:21])[CH:11]=2)[CH:5]=1.[Cl:28][CH2:29][C:30]1[CH:35]=[CH:34][N:33]=[C:32]([C:36]2[CH:41]=[C:40]([O:42][CH3:43])[C:39]([O:44][CH3:45])=[C:38]([O:46][CH3:47])[CH:37]=2)[CH:31]=1>>[ClH:28].[ClH:28].[ClH:28].[ClH:28].[CH3:1][N:2]([CH:22]1[CH2:27][CH2:26][N:25]([CH2:29][C:30]2[CH:35]=[CH:34][N:33]=[C:32]([C:36]3[CH:41]=[C:40]([O:42][CH3:43])[C:39]([O:44][CH3:45])=[C:38]([O:46][CH3:47])[CH:37]=3)[CH:31]=2)[CH2:24][CH2:23]1)[CH2:3][C:4]1[CH:9]=[CH:8][N:7]=[C:6]([C:10]2[CH:11]=[C:12]([O:20][CH3:21])[C:13]([O:18][CH3:19])=[C:14]([O:16][CH3:17])[CH:15]=2)[CH:5]=1 |f:2.3.4.5.6|. Reported procedure: 4-[N-methyl-N-[[2-(3,4,5-trimethoxyphenyl)pyridin-4-yl]methyl]amino]piperidine (73 mg) and 4-chloromethyl-2-(3,4,5-trimethoxyphenyl)pyridine (58 mg) were condensed in the same manner as described in Example 2. The title compound was obtained after converting a free base to a tetrahydrochloride.